This data is from the Open Reaction Database (ORD), a public repository of structured organic reaction records. The task is: describe an organic reaction: reactants, conditions, products, and yield Reactants: C(C)OC(CCNC(C1=CC=C(C=C1)C([C@@H]1CC[C@@H](CC1)C(C)(C)C)NC(=O)NC1=CC=C(C=C1)OC(F)(F)F)=O)=O (3-{4-[1-(cis-4-tert-Butylcyclohexyl)-3-(4-trifluoromethoxyphenyl)ureidomethyl]benzoylamino}-propionic acid ethyl ester), [OH-].[Na+] (sodium hydroxide). Run in C(C)O (ethanol). Conditions: temperature 20 celsius, time 16 hour. Product: C(C)(C)(C)[C@H]1CC[C@H](CC1)C(C1=CC=C(C(=O)NCCC(=O)O)C=C1)NC(=O)NC1=CC=C(C=C1)OC(F)(F)F (3-{4-[1-(cis-4-tert-Butylcyclohexyl)-3-(4-trifluoromethoxy-phenyl)ureidomethyl]-benzoylamino}propionic Acid). As a reaction SMILES: C([O:3][C:4](=[O:42])[CH2:5][CH2:6][NH:7][C:8](=[O:41])[C:9]1[CH:14]=[CH:13][C:12]([CH:15]([NH:26][C:27]([NH:29][C:30]2[CH:35]=[CH:34][C:33]([O:36][C:37]([F:40])([F:39])[F:38])=[CH:32][CH:31]=2)=[O:28])[C@H:16]2[CH2:21][CH2:20][C@@H:19]([C:22]([CH3:25])([CH3:24])[CH3:23])[CH2:18][CH2:17]2)=[CH:11][CH:10]=1)C.[OH-].[Na+]>C(O)C>[C:22]([C@@H:19]1[CH2:20][CH2:21][C@H:16]([CH:15]([NH:26][C:27]([NH:29][C:30]2[CH:31]=[CH:32][C:33]([O:36][C:37]([F:38])([F:39])[F:40])=[CH:34][CH:35]=2)=[O:28])[C:12]2[CH:13]=[CH:14][C:9]([C:8]([NH:7][CH2:6][CH2:5][C:4]([OH:42])=[O:3])=[O:41])=[CH:10][CH:11]=2)[CH2:17][CH2:18]1)([CH3:25])([CH3:23])[CH3:24] |f:1.2|. Procedure details: 3-{4-[1-(cis-4-tert-Butylcyclohexyl)-3-(4-trifluoromethoxyphenyl)ureidomethyl]benzoylamino}-propionic acid ethyl ester (0.2 g, 0.3 mmol) was suspended in ethanol (8 mL) and sodium hydroxide (4N, 0.6 mL) added. The reaction mixture was stirred for 16 hours at 20° C. and then concentrated in vacuo until all ethanol was removed. The reaction mixture was diluted with water (50 mL) and adjusted to pH 2 with hydrochloric acid (4N). The aqueous phase was extracted with ethyl acetate (80 mL) and the org... Starting materials: OC=1C=C2C3=C(C(NC2=CC1C(CCCC1=CC=CC=C1)C)(C)C)CCCC3=O (5,6,7,8,9,10-hexahydro-2-hydroxy-3-(1-methyl-4-phenylbutyl)-6,6-dimethyl-10-oxobenzo[c]quinoline), C(C)(=O)OC(C)=O (acetic anhydride). Solvent: N1=CC=CC=C1 (Pyridine). Reaction conditions: time 1.5 hour. Product: C(C)(=O)OC=1C=C2C3=C(C(NC2=CC1C(CCCC1=CC=CC=C1)C)(C)C)CCCC3=O (5,6,7,8,9,10-Hexahydro-2-acetoxy-3-(1-methyl-4-phenylbutyl)-6,6-dimethyl-10-oxo-benzo[c]quinoline). Reaction SMILES: [OH:1][C:2]1[CH:3]=[C:4]2[C:9](=[CH:10][C:11]=1[CH:12]([CH3:22])[CH2:13][CH2:14][CH2:15][C:16]1[CH:21]=[CH:20][CH:19]=[CH:18][CH:17]=1)[NH:8][C:7]([CH3:24])([CH3:23])[C:6]1[CH2:25][CH2:26][CH2:27][C:28](=[O:29])[C:5]2=1.[C:30](OC(=O)C)(=[O:32])[CH3:31]>N1C=CC=CC=1>[C:30]([O:1][C:2]1[CH:3]=[C:4]2[C:9](=[CH:10][C:11]=1[CH:12]([CH3:22])[CH2:13][CH2:14][CH2:15][C:16]1[CH:17]=[CH:18][CH:19]=[CH:20][CH:21]=1)[NH:8][C:7]([CH3:23])([CH3:24])[C:6]1[CH2:25][CH2:26][CH2:27][C:28](=[O:29])[C:5]2=1)(=[O:32])[CH3:31]. Procedure: Pyridine (2.2 ml.) is added to a suspension of 5,6,7,8,9,10-hexahydro-2-hydroxy-3-(1-methyl-4-phenylbutyl)-6,6-dimethyl-10-oxobenzo[c]quinoline (250 mg., 0.642 mmole) in 2.2 ml. of acetic anhydride under a nitrogen atmosphere. The mixture is stirred for 1.5 hours at room temperature and then poured onto ice (50 ml.). The mixture is extracted with ether, the extracts washed with water (4×50 ml.) and brine (1×60 ml.), dried (MgSO4) and evaporated under reduced pressure. Reactants: BrC1=C(C(=C(C2=NC(N=C21)=O)Br)Br)Br (4,5,6,7-tetrabromobenzimidazolone), ClCCCC(=O)OC (methyl γ-chlorobutyrate), C1(=CC=CC=C1)C (toluene), C([O-])([O-])=O.[K+].[K+] (potassium carbonate), C1(=CC=CC=C1)C (toluene), CN(C=O)C (dimethylformamide). Run at time 25 hour. The product is COC(=O)CCCN1C(N(C2=C1C(=C(C(=C2Br)Br)Br)Br)CCCC(=O)OC)=O (1,3-Di-(3'-methoxycarbonyl-n-propyl)-4,5,6,7-tetrabromobenzimidazolone). RXN SMILES: [Br:1][C:2]1[C:10]2[C:6](=[N:7][C:8](=[O:11])[N:9]=2)[C:5]([Br:12])=[C:4]([Br:13])[C:3]=1[Br:14].[C:15]1([CH3:21])[CH:20]=[CH:19]C=CC=1.[C:22](=O)([O-])[O-:23].[K+].[K+].Cl[CH2:29][CH2:30][CH2:31][C:32]([O:34][CH3:35])=[O:33].CN(C)C=[O:39]>>[CH3:35][O:34][C:32]([CH2:31][CH2:30][CH2:29][N:9]1[C:10]2[C:2]([Br:1])=[C:3]([Br:14])[C:4]([Br:13])=[C:5]([Br:12])[C:6]=2[N:7]([CH2:21][CH2:15][CH2:20][C:19]([O:23][CH3:22])=[O:39])[C:8]1=[O:11])=[O:33] |f:2.3.4|. Procedure: 45.48 g (0.1 mol) of 4,5,6,7-tetrabromobenzimidazolone are suspended in 250 ml of dimethylformamide and 75 ml of toluene and 27.4 g (0.2 mol) of finely powdered, dry potassium carbonate are added. 30.07 g (0.22 mol) of methyl γ-chlorobutyrate are added to this suspension and the mixture is heated up to the reflux temperature (internal temperature 108°-120° C.), whilst stirring. The toluene serves to remove water azeotropically. After 25 hours, the mixture is cooled to 80°-85° C. and filtered whi...